This data is from the Open Reaction Database (ORD), a public repository of structured organic reaction records. The task is: describe an organic reaction: reactants, conditions, products, and yield The reactants are CC(=O)O[BH-](OC(C)=O)OC(C)=O, COc1ccc(-c2cnc(SCC(=O)NCC3CCCNC3)nc2)cc1OC, CO, CCN(C(C)C)C(C)C, CC(Cl)Cl, [Na+], O=Cc1ccc2cc[nH]c2c1. The product is COc1ccc(-c2cnc(SCC(=O)NCC3CCCN(Cc4ccc5cc[nH]c5c4)C3)nc2)cc1OC. RXN SMILES: [C:49]([O:50][BH-:51]([O:52][C:53](=[O:54])[CH3:55])[O:56][C:57](=[O:58])[CH3:59])(=[O:60])[CH3:61].[CH3:12][O:13][c:14]1[cH:15][c:16](-[c:22]2[cH:23][n:24][c:25]([S:28][CH2:29][C:30](=[O:31])[NH:32][CH2:33][CH:34]3[CH2:35][NH:36][CH2:37][CH2:38][CH2:39]3)[n:26][cH:27]2)[cH:17][cH:18][c:19]1[O:20][CH3:21].[CH3:67][OH:68].[CH:40]([N:41]([CH:42]([CH3:43])[CH3:44])[CH2:45][CH3:46])([CH3:47])[CH3:48].[Cl:63][CH:64]([Cl:65])[CH3:66].[Na+:62].[nH:1]1[cH:2][cH:3][c:4]2[cH:5][cH:6][c:7]([CH:10]=[O:11])[cH:8][c:9]12>>[nH:1]1[cH:2][cH:3][c:4]2[cH:5][cH:6][c:7]([CH2:10][N:36]3[CH2:35][CH:34]([CH2:33][NH:32][C:30]([CH2:29][S:28][c:25]4[n:24][cH:23][c:22](-[c:16]5[cH:15][c:14]([O:13][CH3:12])[c:19]([O:20][CH3:21])[cH:18][cH:17]5)[cH:27][n:26]4)=[O:31])[CH2:39][CH2:38][CH2:37]3)[cH:8][c:9]12. Reactants: C1CCOC1, CO, CC(C)(C)OC(=O)N1C(=O)C(c2ccc(Cl)cc2)CC1(C)C, [Li+], [OH-], O, O. The product is CC(C)(CC(C(=O)O)c1ccc(Cl)cc1)NC(=O)OC(C)(C)C. Reaction SMILES: [CH2:26]1[O:27][CH2:28][CH2:29][CH2:30]1.[CH3:31][OH:32].[Cl:4][c:5]1[cH:6][cH:7][c:8]([CH:11]2[CH2:12][C:13]([CH3:24])([CH3:25])[N:14]([C:17](=[O:18])[O:19][C:20]([CH3:21])([CH3:22])[CH3:23])[C:15]2=[O:16])[cH:9][cH:10]1.[Li+:3].[OH-:2].[OH2:1].[OH2:33]>>[OH:1][C:15]([CH:11]([c:8]1[cH:7][cH:6][c:5]([Cl:4])[cH:10][cH:9]1)[CH2:12][C:13]([NH:14][C:17](=[O:18])[O:19][C:20]([CH3:21])([CH3:22])[CH3:23])([CH3:24])[CH3:25])=[O:16]. Reactants: O(C1=CC=CC=C1)C1=CC=C(C=C1)CC(=O)O ((4-phenoxy-phenyl)-acetic acid), CN(CCN1N=CC2=C(C=CC=C12)[N+](=O)[O-])C (dimethyl-[2-(4-nitro-indazol-1-yl)-ethyl]-amine), [Cl-].[NH4+] (ammonium chloride). The reagents and catalysts are [Fe] (iron). The solvent is C(C)O.O (ethanol H2O). Run at time 15 minute. Product: CN(CCN1N=CC2=C(C=CC=C12)NC(CC1=CC=C(C=C1)OC1=CC=CC=C1)=O)C (N-[1-(2-dimethylamino-ethyl)-1H-indazol-4-yl]-2-(4-phenoxy-phenyl)-acetamide). Reaction SMILES: [CH3:1][N:2]([CH3:17])[CH2:3][CH2:4][N:5]1[C:13]2[C:8](=[C:9]([N+:14]([O-])=O)[CH:10]=[CH:11][CH:12]=2)[CH:7]=[N:6]1.[Cl-].[NH4+].[O:20]([C:27]1[CH:32]=[CH:31][C:30]([CH2:33][C:34](O)=[O:35])=[CH:29][CH:28]=1)[C:21]1[CH:26]=[CH:25][CH:24]=[CH:23][CH:22]=1>[Fe].C(O)C.O>[CH3:1][N:2]([CH3:17])[CH2:3][CH2:4][N:5]1[C:13]2[C:8](=[C:9]([NH:14][C:34](=[O:35])[CH2:33][C:30]3[CH:31]=[CH:32][C:27]([O:20][C:21]4[CH:22]=[CH:23][CH:24]=[CH:25][CH:26]=4)=[CH:28][CH:29]=3)[CH:10]=[CH:11][CH:12]=2)[CH:7]=[N:6]1 |f:1.2,5.6|. Procedure: A mixture of dimethyl-[2-(4-nitro-indazol-1-yl)-ethyl]-amine (1.6 g, 6.8 mmol), iron powder (3.8 g, 68 mmol), and ammonium chloride (0.18 g, 3.4 mmol) in a 4:1 ethanol/H2O solution (20 mL) was heated to reflux for 3 hours, cooled to room temperature and concentrated under reduced pressure. The residue was taken up and stirred in triethylamine/ethyl acetate (1/4, 10 mL) for 15 minutes and then filtered through a plug of silica gel which was rinsed with triethylamine/ethyl acetate (1/4). The combi... Starting materials: COC1=CC=C(CC=2OC3=C(C2C)C(=C(C=C3)CCC)O)C=C1 (2-(p-methoxybenzyl)-3-methyl-4-hydroxy-5-propyl-benzofuran), C[N+](=C)C.[I-] (Eschenmoser's salt). The solvent is C(Cl)Cl (methylene chloride). Reaction conditions: time 15 minute. Product: COC1=CC=C(CC=2OC3=C(C2C)C(=C(C=C3CN(C)C)CCC)O)C=C1 (2-(p-methoxybenzyl)-3-methyl-4-hydroxy-5-propyl-7-dimethylaminomethylbenzofuran). Isolated yield 124.1%. As a reaction SMILES: [CH3:1][O:2][C:3]1[CH:23]=[CH:22][C:6]([CH2:7][C:8]2[O:9][C:10]3[CH:17]=[CH:16][C:15]([CH2:18][CH2:19][CH3:20])=[C:14]([OH:21])[C:11]=3[C:12]=2[CH3:13])=[CH:5][CH:4]=1.[CH3:24][N+:25]([CH3:27])=[CH2:26].[I-]>C(Cl)Cl>[CH3:1][O:2][C:3]1[CH:4]=[CH:5][C:6]([CH2:7][C:8]2[O:9][C:10]3[C:17]([CH2:24][N:25]([CH3:27])[CH3:26])=[CH:16][C:15]([CH2:18][CH2:19][CH3:20])=[C:14]([OH:21])[C:11]=3[C:12]=2[CH3:13])=[CH:22][CH:23]=1 |f:1.2|. Procedure details: A solution of 2-(p-methoxybenzyl)-3-methyl-4-hydroxy-5-propyl-benzofuran (155 mg gm; 0.5 mmole) in methylene chloride (2 mL) was reacted with Eschenmoser's salt (dimethyl methylene ammonium iodide) (105 mg; 0.5 mmole) overnight at room temperature. The reaction mixture was concentrated in vacuo. The residue was taken up in ethylacetate, potassium carbonate was added and the mixture was stirred for a period of 15 minutes. The solids were separated and the ethylacetate solution was evaporated to y... Yields the product C(C)(=O)NC=1C=C(C=CC1)OC(C)=O (acetic acid 3-acetylamino-phenyl ester). Reaction conditions: time 62 hour. Procedure details: Acetic anhydride (53 mL, 572.0 mmol) was slowly added to a mixture of 3-aminophenol (25 g, 225.0 mmol) and 4-dimethylaminopyridine (catalytic quantity) in pyridine (100 mL) at 0° C. and the reaction mixture was stirred at room temperature for 62 hours. Water (1 L) was added and the resulting mixture was extracted with ethyl acetate. The organic extracts were washed with an aqueous solution of hydrochloric acid, a saturated aqueous solution of sodium bicarbonate and water, dried over anhydrous so... Starting materials: C(C)(=O)OC(C)=O (Acetic anhydride), NC=1C=C(C=CC1)O (3-aminophenol), N1=CC=CC=C1 (pyridine), O (Water). RXN SMILES: [C:1]([O:4][C:5](=O)[CH3:6])(=[O:3])[CH3:2].[NH2:8][C:9]1[CH:10]=[C:11](O)C=C[CH:14]=1.[OH2:16].N1[CH:22]=[CH:21]C=CC=1>CN(C)C1C=CN=CC=1>[C:21]([NH:8][C:9]1[CH:14]=[C:5]([O:4][C:1](=[O:3])[CH3:2])[CH:6]=[CH:11][CH:10]=1)(=[O:16])[CH3:22]. The reagents and catalysts are CN(C1=CC=NC=C1)C (4-dimethylaminopyridine). The product is CCOC(=O)C(C(=O)N(C)C)=C(OCc1ccccc1)c1ccc(Cl)cc1Cl. Reactants: ICc1ccccc1, CCOC(=O)C(C(=O)N(C)C)=C(O)c1ccc(Cl)cc1Cl, CS(C)=O, ClCCl, Cl, [K+], [K+], O=C([O-])[O-], O. As a reaction SMILES: [CH2:28]([c:29]1[cH:30][cH:31][cH:32][cH:33][cH:34]1)[I:35].[CH3:1][N:2]([C:3]([C:4](=[C:5]([c:6]1[c:7]([Cl:13])[cH:8][c:9]([Cl:12])[cH:10][cH:11]1)[OH:14])[C:15](=[O:16])[O:17][CH2:18][CH3:19])=[O:20])[CH3:21].[CH3:41][S:42]([CH3:43])=[O:44].[Cl:38][CH2:39][Cl:40].[ClH:36].[K+:22].[K+:23].[O-:24][C:25]([O-:26])=[O:27].[OH2:37]>>[CH3:1][N:2]([C:3]([C:4](=[C:5]([c:6]1[c:7]([Cl:13])[cH:8][c:9]([Cl:12])[cH:10][cH:11]1)[O:14][CH2:28][c:29]1[cH:30][cH:31][cH:32][cH:33][cH:34]1)[C:15](=[O:16])[O:17][CH2:18][CH3:19])=[O:20])[CH3:21].